This data is from the Open Reaction Database (ORD), a public repository of structured organic reaction records. The task is: describe an organic reaction: reactants, conditions, products, and yield The yield is 28.8%. Reaction SMILES: [CH:1]1([CH2:6][C@H:7]([CH2:28][N:29]([CH:38]=[O:39])[O:30][CH2:31][C:32]2[CH:37]=[CH:36][CH:35]=[CH:34][CH:33]=2)[C:8]([N:10]2[C@H:14](C(O)=O)[CH2:13][CH2:12][N:11]2[C:18]([O:20][CH2:21][C:22]2[CH:27]=[CH:26][CH:25]=[CH:24][CH:23]=2)=[O:19])=[O:9])[CH2:5][CH2:4][CH2:3][CH2:2]1.CN1CCOCC1.COC1N=[C:53]([O:55]C)[N:52]=[C:51]([N+:57]2(C)[CH2:62][CH2:61]OCC2)[N:50]=1.S(O)(O)(=O)=O.N1C=CN=C1N>C(#N)C>[CH:1]1([CH2:6][C@H:7]([CH2:28][N:29]([CH:38]=[O:39])[O:30][CH2:31][C:32]2[CH:37]=[CH:36][CH:35]=[CH:34][CH:33]=2)[C:8]([N:10]2[C@H:14]([C:53]([NH:52][C:51]3[NH:50][CH:61]=[CH:62][N:57]=3)=[O:55])[CH2:13][CH2:12][N:11]2[C:18]([O:20][CH2:21][C:22]2[CH:27]=[CH:26][CH:25]=[CH:24][CH:23]=2)=[O:19])=[O:9])[CH2:2][CH2:3][CH2:4][CH2:5]1 |f:3.4|. Starting materials: C1(CCCC1)C[C@@H](C(=O)N1N(CC[C@H]1C(=O)O)C(=O)OCC1=CC=CC=C1)CN(OCC1=CC=CC=C1)C=O ((3S)-2-[(2R)-3-cyclopentyl-2-({formyl[(phenylmethyl)oxy]amino}methyl)propanoyl]-1-{[(phenylmethyl)oxy]carbonyl}-3-pyrazolidinecarboxylic acid), CN1CCOCC1 (4-methylmorpholine), S(=O)(=O)(O)O.N1C(=NC=C1)N (1H-imidazol-2-amine sulfate), COC1=NC(=NC(=N1)OC)[N+]1(CCOCC1)C (4-[4,6-bis(methyloxy)-1,3,5-triazin-2-yl]-4-methylmorpholin-4-ium). Procedure details: To a solution of (3S)-2-[(2R)-3-cyclopentyl-2-({formyl[(phenylmethyl)oxy]amino}methyl)propanoyl]-1-{[(phenylmethyl)oxy]carbonyl}-3-pyrazolidinecarboxylic acid (121 mg, 0.225 mmol) in acetonitrile (4 mL) at 0° C. was added 4-methylmorpholine (0.087 mL, 0.788 mmol), followed by 4-[4,6-bis(methyloxy)-1,3,5-triazin-2-yl]-4-methylmorpholin-4-ium (DMTMM) (89 mg, 0.270 mmol). The solution was stirred for 15 min, and then 1H-imidazol-2-amine sulfate (38.7 mg, 0.293 mmol) was added. The reaction mixture ... The product is C1(CCCC1)C[C@@H](C(=O)N1N(CC[C@H]1C(=O)NC=1NC=CN1)C(=O)OCC1=CC=CC=C1)CN(OCC1=CC=CC=C1)C=O (phenylmethyl (3S)-2-[(2R)-3-cyclopentyl-2-({formyl[(phenylmethyl)oxy]amino}methyl)propanoyl]-3-[(1H-imidazol-2-ylamino)carbonyl]-1-pyrazolidinecarboxylate). Reaction conditions: time 15 minute. Run in C(C)#N (acetonitrile). Reactants: C(C)OC(=O)N1CCN(CC1)C([C@H](CCC(=O)OC(C)(C)C)NC(=O)C1=NC(=NC(=C1)Cl)C1=CC=CC=C1)=O (4-{(S)-4-tert-butoxycarbonyl-2-[(6-chloro-2-phenyl-pyrimidine-4-carbonyl)-amino]-butyryl}-piperazine-1-carboxylic acid ethyl ester), C1(=CC(=CC=C1)B(O)O)C (3-tolylboronic acid). Yields the product C(C)OC(=O)N1CCN(CC1)C([C@H](CCC(=O)OC(C)(C)C)NC(=O)C1=NC(=NC(=C1)C=1C=C(C=CC1)C)C1=CC=CC=C1)=O (4-{(S)-4-tert-butoxycarbonyl-2-[(2-phenyl-6-m-tolyl-pyrimidine-4-carbonyl)-amino]-butyryl}-piperazine-1-carboxylic acid ethyl ester). Reaction SMILES: [CH2:1]([O:3][C:4]([N:6]1[CH2:11][CH2:10][N:9]([C:12](=[O:39])[C@@H:13]([NH:23][C:24]([C:26]2[CH:31]=[C:30](Cl)[N:29]=[C:28]([C:33]3[CH:38]=[CH:37][CH:36]=[CH:35][CH:34]=3)[N:27]=2)=[O:25])[CH2:14][CH2:15][C:16]([O:18][C:19]([CH3:22])([CH3:21])[CH3:20])=[O:17])[CH2:8][CH2:7]1)=[O:5])[CH3:2].[C:40]1([CH3:49])[CH:45]=[CH:44][CH:43]=[C:42](B(O)O)[CH:41]=1>>[CH2:1]([O:3][C:4]([N:6]1[CH2:11][CH2:10][N:9]([C:12](=[O:39])[C@@H:13]([NH:23][C:24]([C:26]2[CH:31]=[C:30]([C:42]3[CH:41]=[C:40]([CH3:49])[CH:45]=[CH:44][CH:43]=3)[N:29]=[C:28]([C:33]3[CH:38]=[CH:37][CH:36]=[CH:35][CH:34]=3)[N:27]=2)=[O:25])[CH2:14][CH2:15][C:16]([O:18][C:19]([CH3:22])([CH3:21])[CH3:20])=[O:17])[CH2:8][CH2:7]1)=[O:5])[CH3:2]. Procedure: This compound was prepared using a method analogous to that of Example 86, step 86.1, 4-{(S)-4-tert-butoxycarbonyl-2-[(6-chloro-2-phenyl-pyrimidine-4-carbonyl)-amino]-butyryl}-piperazine-1-carboxylic acid ethyl ester replacing 2-chloro-6-methyl-pyrimidine-4-carboxylic acid methyl ester and 3-tolylboronic acid replacing phenylboronic acid. Reactants: C[Si](NC=1C(C(=O)OC)=CC=CC1C)(C)C (methyl N-trimethylsilyl-3-methylanthranilate), CC#N (CH3CN), ClS(=O)(=O)C1=NN2C(N=C(C=C2C)C)=N1 (2-chlorosulfonyl-5,7-dimethyl-1,2,4-triazolo[1,5-a]pyrimidine). Run in N1=CC=CC=C1 (Pyridine). Conditions: time 8 hour. The product is COC(=O)C1=C(C(=CC=C1)C)NS(=O)(=O)C1=NN2C(N=C(C=C2C)C)=N1 (N-(2-methoxycarbonyl-6-methylphenyl)-5,7-dimethyl-1,2,4-triazolo[1,5-a]pyrimidine-2-sulfonamide). Isolated yield 92.0%. As a reaction SMILES: C[Si](C)(C)[NH:3][C:4]1[C:5](=[CH:10][CH:11]=[CH:12][C:13]=1[CH3:14])[C:6]([O:8][CH3:9])=[O:7].CC#N.Cl[S:21]([C:24]1[N:34]=[C:27]2[N:28]=[C:29]([CH3:33])[CH:30]=[C:31]([CH3:32])[N:26]2[N:25]=1)(=[O:23])=[O:22]>N1C=CC=CC=1>[CH3:9][O:8][C:6]([C:5]1[CH:10]=[CH:11][CH:12]=[C:13]([CH3:14])[C:4]=1[NH:3][S:21]([C:24]1[N:34]=[C:27]2[N:28]=[C:29]([CH3:33])[CH:30]=[C:31]([CH3:32])[N:26]2[N:25]=1)(=[O:22])=[O:23])=[O:7]. Reported procedure: A solution consisting of 145.9 mg (0.615 mmole) of methyl N-trimethylsilyl-3-methylanthranilate, 1 ml of CH3CN, and 80.4 mg (0.326 mmole) of 2-chlorosulfonyl-5,7-dimethyl-1,2,4-triazolo[1,5-a]pyrimidine was stirred at room temperature and the reaction monitored by reverse phase HPLC. The reaction was about 30 percent complete after 4 hours. Pyridine, 29.1 μl (0.360 mmole), was added and the solution stirred for 10 min and again analyzed. Complete reaction had occurred. The solution was allowed t... The reactants are O=O (Oxygen), CSC (dimethyl sulphide), O=[O+][O-] (ozone), [N+](=O)([O-])C1=C(C=C)C=CC=C1 (o-nitrostyrene). Solvent: C(Cl)Cl (methylene chloride). Conditions: time 8 hour. Product: [N+](=O)([O-])C1=C(C=O)C=CC=C1 (o-nitrobenzaldehyde). The yield is 91.5%. Reaction SMILES: [O:1]=O.O=[O+][O-].[N+:6]([C:9]1[CH:16]=[CH:15][CH:14]=[CH:13][C:10]=1[CH:11]=C)([O-:8])=[O:7].CSC>C(Cl)Cl>[N+:6]([C:9]1[CH:16]=[CH:15][CH:14]=[CH:13][C:10]=1[CH:11]=[O:1])([O-:8])=[O:7]. Procedure details: Oxygen enriched with 10 m-moles of ozone are introduced at -20° C. in the course of 15 minutes into a solution of 1.50 g of o-nitrostyrene in 160 ml of methylene chloride. The faintly blue solution is scavenged with nitrogen until the colour has disappeared, treated with 10 ml of dimethyl sulphide and left to stand overnight at room temperature. The clear solution is concentrated in vacuo and the residue is taken up in ethyl acetate. The ethyl acetate solution is washed with water and sodium chl... The reactants are CC(C)C1OC(C=2C1=NC=1C(=CC=CC1C2O)C(F)(F)F)=NC2=NC=CC=C2 (1,3-dihydro-3-(1-methylethyl)-1-[(2-pyridinyl)-imino]-5-trifluoromethyl furo-[3,4-b]-quinolin-9-ol), C(C)(=O)O (acetic acid). The product is C(C)(=O)OC(C(C)C)C1=NC2=C(C=CC=C2C(=C1C(=O)NC1=NC=CC=C1)O)C(F)(F)F (1-[4-hydroxy-3-[(2-pyridinyl)-aminocarbonyl]-8-trifluoromethyl-2-quinolinyl]-2-methylpropyl acetate). Reaction SMILES: [CH3:1][CH:2]([CH:4]1[C:8]2=[N:9][C:10]3[C:11]([C:18]([F:21])([F:20])[F:19])=[CH:12][CH:13]=[CH:14][C:15]=3[C:16]([OH:17])=[C:7]2[C:6](=[N:22][C:23]2[CH:28]=[CH:27][CH:26]=[CH:25][N:24]=2)[O:5]1)[CH3:3].[C:29]([OH:32])(=[O:31])[CH3:30]>>[C:29]([O:32][CH:4]([C:8]1[C:7]([C:6]([NH:22][C:23]2[CH:28]=[CH:27][CH:26]=[CH:25][N:24]=2)=[O:5])=[C:16]([OH:17])[C:15]2[C:10](=[C:11]([C:18]([F:21])([F:19])[F:20])[CH:12]=[CH:13][CH:14]=2)[N:9]=1)[CH:2]([CH3:3])[CH3:1])(=[O:31])[CH3:30]. Procedure: Using the procedure of Example 23, 6 g of 1,3-dihydro-3-(1-methylethyl)-1-[(2-pyridinyl)-imino]-5-trifluoromethyl furo-[3,4-b]-quinolin-9-ol and 120 ml of acetic acid were reacted to obtain 3.5 g of 1-[4-hydroxy-3-[(2-pyridinyl)-aminocarbonyl]-8-trifluoromethyl-2-quinolinyl]-2-methylpropyl acetate melting at 230° C. The reactants are CN(C(=O)OC(C)(C)C)C(COC(=O)OC(C)(C)C)CC(F)(F)CO, ClCCl, O=S(=O)(OS(=O)(=O)C(F)(F)F)C(F)(F)F, [N-]=[N+]=[N-], [Na+], Cc1cccc(C)n1. Yields the product CN(C(=O)OC(C)(C)C)C(COC(=O)OC(C)(C)C)CC(F)(F)CN=[N+]=[N-]. RXN SMILES: [C:1]([CH3:2])([CH3:3])([CH3:4])[O:5][C:6](=[O:7])[O:8][CH2:9][CH:10]([CH2:11][C:12]([CH2:13][OH:14])([F:15])[F:16])[N:17]([C:18]([O:19][C:20]([CH3:21])([CH3:22])[CH3:23])=[O:24])[CH3:25].[Cl:53][CH2:54][Cl:55].[F:34][C:35]([S:36]([O:37][S:38]([C:39]([F:40])([F:41])[F:42])(=[O:43])=[O:44])(=[O:45])=[O:46])([F:47])[F:48].[N-:50]=[N+:51]=[N-:52].[Na+:49].[n:26]1[c:27]([CH3:28])[cH:29][cH:30][cH:31][c:32]1[CH3:33]>>[C:1]([CH3:2])([CH3:3])([CH3:4])[O:5][C:6](=[O:7])[O:8][CH2:9][CH:10]([CH2:11][C:12]([CH2:13][N:50]=[N+:51]=[N-:52])([F:15])[F:16])[N:17]([C:18]([O:19][C:20]([CH3:21])([CH3:22])[CH3:23])=[O:24])[CH3:25]. The reactants are ClC1=CN=CC2=CC=CC(=C12)NC1CCN(CC1)C(=O)OC(C)(C)C (4-(4-chloro-5-isoquinolyl)amino-1-(tert-butoxycarbonyl)piperidine), Cl.CO (hydrogen chloride methanol). The product is Cl.ClC1=CN=CC2=CC=CC(=C12)NC1CCNCC1 (4-(4-chloro-5-isoquinolyl)aminopiperidine hydrochloride). The yield is 230.4%. As a reaction SMILES: [Cl:1][C:2]1[C:11]2[C:6](=[CH:7][CH:8]=[CH:9][C:10]=2[NH:12][CH:13]2[CH2:18][CH2:17][N:16](C(OC(C)(C)C)=O)[CH2:15][CH2:14]2)[CH:5]=[N:4][CH:3]=1.Cl.CO>>[ClH:1].[Cl:1][C:2]1[C:11]2[C:6](=[CH:7][CH:8]=[CH:9][C:10]=2[NH:12][CH:13]2[CH2:18][CH2:17][NH:16][CH2:15][CH2:14]2)[CH:5]=[N:4][CH:3]=1 |f:1.2,3.4|. Reported procedure: According to the method of Example 1, Step C, deprotection was performed (room temperature, 2 hours) by using Intermediate 91 (53.5 mg) and 10% hydrogen chloride/methanol solution (2 ml). The solvent was evaporated under reduced pressure, and the residue was added with methanol (1 ml) and diethyl ether (3 ml). The deposited precipitates were collected by filtration and washed with diethyl ether to obtain the title compound (50.8 mg) as light yellow powdery solid. Starting materials: C[Si](C)(C)Br, CCOP(=O)(O)CCCOC(CO)n1cnc2c(=O)[nH]c(N)nc21, C1=NCCCN2CCCCC12, [NH4+], Nc1nc2c(ncn2COCCCP(=O)(O)O)c(=O)[nH]1. The product is Nc1nc2c(ncn2C(CO)OCCCP(=O)(O)O)c(=O)[nH]1. RXN SMILES: [Br:26][Si:27]([CH3:28])([CH3:29])[CH3:30].[CH2:1]([CH3:2])[O:3][P:4](=[O:5])([OH:6])[CH2:7][CH2:8][CH2:9][O:10][CH:11]([CH2:12][OH:13])[n:14]1[c:15]2[n:16][c:17]([NH2:24])[nH:18][c:19](=[O:23])[c:20]2[n:21][cH:22]1.[N:51]12[CH2:52][CH2:53][CH2:54][CH2:55][CH:56]1[CH:57]=[N:58][CH2:59][CH2:60][CH2:61]2.[NH4+:25].[P:31]([CH2:32][CH2:33][CH2:34][O:35][CH2:36][n:37]1[cH:38][n:39][c:40]2[c:41](=[O:42])[nH:43][c:44]([NH2:45])[n:46][c:47]12)([OH:48])([OH:49])=[O:50]>>[O:3]=[P:4]([OH:5])([OH:6])[CH2:7][CH2:8][CH2:9][O:10][CH:11]([CH2:12][OH:13])[n:14]1[c:15]2[n:16][c:17]([NH2:24])[nH:18][c:19](=[O:23])[c:20]2[n:21][cH:22]1. Starting materials: NC1CCN(CC1)CC1CN2C(C=CC=3N=CC(N1C23)=O)=O (Racemic 2-[(4-amino-1-piperidinyl)methyl]-1,2-dihydro-3H,8H-2a,5,8a-triazaacenaphthylene-3,8-dione), C(C)(=O)O[BH-](OC(C)=O)OC(C)=O.[Na+] (sodium triacetoxyborohydride), C(Cl)(Cl)Cl (chloroform), O1CCOC=2C=NC(=CC21)C=O (2,3-dihydro[1,4]dioxino[2,3-c]pyridine-7-carbaldehyde). Run in CO (methanol). Yields the product Cl.O1CCOC=2C=NC(=CC21)CNC2CCN(CC2)CC2CN1C(C=CC=3N=CC(N2C13)=O)=O (2-({4-[(2,3-Dihydro[1,4]dioxino[2,3-c]pyridin-7-ylmethyl)amino]-1-piperidinyl}methyl)-1,2-dihydro-3H,8H-2a,5,8a-triazaacenaphthylene-3,8-dione hydrochloride). Isolated yield 40.0%. Reaction SMILES: [NH2:1][CH:2]1[CH2:7][CH2:6][N:5]([CH2:8][CH:9]2[N:19]3[C:20]4[N:11]([C:12](=[O:22])[CH:13]=[CH:14][C:15]=4[N:16]=[CH:17][C:18]3=[O:21])[CH2:10]2)[CH2:4][CH2:3]1.C(Cl)(Cl)[Cl:24].[O:27]1[C:36]2[CH:35]=[C:34]([CH:37]=O)[N:33]=[CH:32][C:31]=2[O:30][CH2:29][CH2:28]1.C(O[BH-](OC(=O)C)OC(=O)C)(=O)C.[Na+]>CO>[ClH:24].[O:27]1[C:36]2[CH:35]=[C:34]([CH2:37][NH:1][CH:2]3[CH2:7][CH2:6][N:5]([CH2:8][CH:9]4[N:19]5[C:20]6[N:11]([C:12](=[O:22])[CH:13]=[CH:14][C:15]=6[N:16]=[CH:17][C:18]5=[O:21])[CH2:10]4)[CH2:4][CH2:3]3)[N:33]=[CH:32][C:31]=2[O:30][CH2:29][CH2:28]1 |f:3.4,6.7|. Procedure: Racemic 2-[(4-amino-1-piperidinyl)methyl]-1,2-dihydro-3H,8H-2a,5,8a-triazaacenaphthylene-3,8-dione (for a preparation see Example 16A(j)) (50 mg, 0.166 mmol) was stirred in 9:1 v:v chloroform:methanol (2 ml) with 2,3-dihydro[1,4]dioxino[2,3-c]pyridine-7-carbaldehyde (for a synthesis see WO2004058144 Example 2(c) or WO03/087098 Example 19(d)) (28 mg, 1.0 equivalent) at room temperature for 30 minutes, then the mixture was treated with sodium triacetoxyborohydride (105 mg, 3.0 equivalents) with vi...